Dataset: the Open Reaction Database (ORD), a public repository of structured organic reaction records. Task: describe an organic reaction: reactants, conditions, products, and yield Starting materials: C(C)(=O)NC=1C(=NC=CC1)Cl (N-acetyl 2-chloro-3-pyridinamine), [OH-].[Na+] (NaOH), P12(=S)SP3(=S)SP(=S)(S1)SP(=S)(S2)S3 (Phosphorus pentasulfide), C(=O)([O-])[O-].[Na+].[Na+] (Na2CO3). Solvent: C1CCOC1 (THF), C1CCOC1 (THF). Conditions: time 8 hour. Yields the product CC=1SC2=NC=CC=C2N1 (2-methylthiazolo[5,4-b]pyridine). As a reaction SMILES: P12(SP3(SP(SP(S3)(S1)=S)(=S)S2)=S)=[S:2].C([O-])([O-])=O.[Na+].[Na+].[C:21]([NH:24][C:25]1[C:26](Cl)=[N:27][CH:28]=[CH:29][CH:30]=1)(=O)[CH3:22].[OH-].[Na+]>C1COCC1>[CH3:22][C:21]1[S:2][C:26]2[C:25]([N:24]=1)=[CH:30][CH:29]=[CH:28][N:27]=2 |f:1.2.3,5.6|. Reported procedure: Phosphorus pentasulfide (56.5 g) and Na2CO3 (13.7 g) were mixed together in 400 mL of THF for ~30 min. To this solution, a solution of the product of Step 1 (17.32 g) in 100 mL of THF was added and the mixture was stirred at room temperature overnight. 2M NaOH (500 mL) was added and the mixture was stirred at room temperature for 2 hr. The product was extracted in EtOAc, washed with brine, dried over Na2SO4, and purified by flash chromatography on silica with EtOAc: toluene 20:80; yield: 12.07 g... Reactants: CN, ClCCl, O=C(Cl)C=C1CCc2c(Cl)cc(F)cc21. Yields the product CNC(=O)C=C1CCc2c(Cl)cc(F)cc21. RXN SMILES: [CH3:16][NH2:17].[Cl:18][CH2:19][Cl:20].[Cl:1][c:2]1[c:3]2[c:7]([cH:8][c:9]([F:11])[cH:10]1)[C:6](=[CH:12][C:13](=[O:14])[Cl:15])[CH2:5][CH2:4]2>>[Cl:1][c:2]1[c:3]2[c:7]([cH:8][c:9]([F:11])[cH:10]1)[C:6](=[CH:12][C:13](=[O:14])[NH:17][CH3:16])[CH2:5][CH2:4]2. Starting materials: FC1=CC(=C(N)C=C1)C(F)(F)F (4-fluoro-2-trifluoromethylaniline), N1=CC=CC=C1 (pyridine), ice water, COC(C1=C(C=CC=C1)S(=O)(=O)Cl)=O (2-chlorosulfonylbenzoic acid methyl ester). The solvent is ClCCl (dichloromethane). Reaction conditions: time 8 hour. The product is COC(C1=C(C=CC=C1)S(NC1=C(C=C(C=C1)F)C(F)(F)F)(=O)=O)=O (2-[N-(4-Fluoro-2-trifluoromethylphenyl)sulfamoyl]benzoic Acid Methyl Ester). RXN SMILES: [F:1][C:2]1[CH:8]=[CH:7][C:5]([NH2:6])=[C:4]([C:9]([F:12])([F:11])[F:10])[CH:3]=1.N1C=CC=CC=1.[CH3:19][O:20][C:21](=[O:32])[C:22]1[CH:27]=[CH:26][CH:25]=[CH:24][C:23]=1[S:28](Cl)(=[O:30])=[O:29]>ClCCl>[CH3:19][O:20][C:21](=[O:32])[C:22]1[CH:27]=[CH:26][CH:25]=[CH:24][C:23]=1[S:28](=[O:29])(=[O:30])[NH:6][C:5]1[CH:7]=[CH:8][C:2]([F:1])=[CH:3][C:4]=1[C:9]([F:10])([F:11])[F:12]. Reported procedure: 250 ml of dichloromethane is combined with 9.38 g (52.37 mmol) of 4-fluoro-2-trifluoromethylaniline and 6 ml (14.3 mmol) of pyridine. The mixture is cooled with ice water and under agitation and exclusion of moisture, 13.52 g (57.62 mmol) of 2-chlorosulfonylbenzoic acid methyl ester is added in small increments. The mixture is agitated overnight, washed with 2N hydrochloric acid and water, the dichloromethane solution is dried over sodium sulfate and concentrated to dryness under vacuum. The res... Reactants: ClC1=NC=C(C(=N1)Cl)F (2,4-dichloro-5-fluoropyrimidine), C[Mg]Cl (methyl magnesium chloride). The reagents and catalysts are C/C(=C/C(=O)C)/[O-].C/C(=C/C(=O)C)/[O-].C/C(=C/C(=O)C)/[O-].[Fe+3] (iron(III) acetylacetonate). Solvent: C1CCOC1 (THF), CN1CCCC1=O (NMP). Reaction conditions: temperature 0 celsius, time 2 hour. The product is ClC1=NC=C(C(=N1)C)F (2-chloro-5-fluoro-4-methylpyrimidine). Isolated yield 51.4%. Reaction SMILES: [Cl:1][C:2]1[N:7]=[C:6](Cl)[C:5]([F:9])=[CH:4][N:3]=1.[CH3:10][Mg]Cl>C1COCC1.CN1C(=O)CCC1.C/C(/[O-])=C/C(C)=O.C/C(/[O-])=C/C(C)=O.C/C(/[O-])=C/C(C)=O.[Fe+3]>[Cl:1][C:2]1[N:7]=[C:6]([CH3:10])[C:5]([F:9])=[CH:4][N:3]=1 |f:4.5.6.7|. Reported procedure: A solution of 2,4-dichloro-5-fluoropyrimidine (2.5 g, 14.97 mmol) and iron(III) acetylacetonate (1.058 g, 2.99 mmol) in THF (100 mL) and NMP (10 mL) was chilled below 0° C. and methyl magnesium chloride (5.99 mL, 18.0 mmol, 3.0 M solution in THF) was added dropwise over 10 minutes. After stirring for 2 hours at 0° C., the mixture was quenched with 200 mL saturated NH4Cl and extracted twice with 200 mL EtOAc. The combined organic extracts were washed with 200 mL saturated NH4Cl and 200 mL brine, ... Starting materials: ClCCOC1=C(C(=CC=C1)[N+](=O)[O-])C (1-(2-chloroethoxy)-2-methyl-3-nitrobenzene). Reagents/catalysts: [Pd] (palladium on carbon). Run in C(C)O (ethanol). Reaction conditions: time 4 hour. Yields the product ClCCOC1=C(C(=CC=C1)N)C (1-(2-Chloroethoxy)-2-methyl-3-aminobenzene). Isolated yield 98.0%. As a reaction SMILES: [Cl:1][CH2:2][CH2:3][O:4][C:5]1[CH:10]=[CH:9][CH:8]=[C:7]([N+:11]([O-])=O)[C:6]=1[CH3:14]>C(O)C.[Pd]>[Cl:1][CH2:2][CH2:3][O:4][C:5]1[CH:10]=[CH:9][CH:8]=[C:7]([NH2:11])[C:6]=1[CH3:14]. Procedure details: A mixture of 1-(2-chloroethoxy)-2-methyl-3-nitrobenzene (10.7 g, 50 mmol) in ethanol (200 mL) containing 500 mg of 5% palladium on carbon was hydrogenated at 50 psi for 4 h. The catalyst was filter through Solka Floc and the solvent removed under vacuum to afford 9.1 g (98.8%) a yellow oil: 1H NMR (CDCl3) δ 2.76 (3H, s), 3.92 (2H, t, J=5.9 Hz), 4.40 (2H, t, J=5.9 Hz), 6.70 (1H, d, J=), 7.46 (1H, app t, J=), 8.04 (1H, d, J=), 8.24 (1H, s). Starting materials: C(=O)(OCC)C1(C(C(=C(C1)C)O)=O)C (2-carboethoxy-2,4-dimethylcyclopent-4-en-5-olone), [OH-].[Na+] (sodium hydroxide), S(O)(O)(=O)=O (sulphuric acid). Reaction conditions: time 1.5 hour. The product is C(=O)(O)C1(C(C(=C(C1)C)O)=O)C (2-carboxy-2,4-dimethylcyclopent-4-en-5-olone). Yield: 73.5%. RXN SMILES: [C:1]([C:6]1([CH3:14])[CH2:10][C:9]([CH3:11])=[C:8]([OH:12])[C:7]1=[O:13])([O:3]CC)=[O:2].[OH-].[Na+].S(=O)(=O)(O)O>>[C:1]([C:6]1([CH3:14])[CH2:10][C:9]([CH3:11])=[C:8]([OH:12])[C:7]1=[O:13])([OH:3])=[O:2] |f:1.2|. Procedure: 4.8 g (24 mmol) of the foregoing 2-carboethoxy-2,4-dimethylcyclopent-4-en-5-olone are treated with 48 ml of 2N sodium hydroxide solution and the mixture is stirred at room temperature for 1.5 hours. For the working-up, the mixture is adjusted to pH 3 with 10% sulphuric acid and extracted three times with ethyl acetate. The combined organic phases are dried over sodium sulphate, concentrated and dried in a high vacuum for 2 hours. There are obtained 3 g (58.5%) of 2-carboxy-2,4-dimethylcyclopent-... Reactants: CC(C)(C)OC(=O)c1ccc(-c2cccc(CO)c2)cc1NC(=O)c1ccccc1, O=C(O)C(F)(F)F. Product: O=C(Nc1cc(-c2cccc(CO)c2)ccc1C(=O)O)c1ccccc1. As a reaction SMILES: [C:1]([c:2]1[cH:3][cH:4][cH:5][cH:6][cH:7]1)(=[O:8])[NH:9][c:10]1[c:11]([C:12](=[O:13])[O:14][C:15]([CH3:16])([CH3:17])[CH3:18])[cH:19][cH:20][c:21](-[c:23]2[cH:24][c:25]([CH2:29][OH:30])[cH:26][cH:27][cH:28]2)[cH:22]1.[OH:31][C:32]([C:33]([F:34])([F:35])[F:36])=[O:37]>>[C:1]([c:2]1[cH:3][cH:4][cH:5][cH:6][cH:7]1)(=[O:8])[NH:9][c:10]1[c:11]([C:12](=[O:13])[OH:14])[cH:19][cH:20][c:21](-[c:23]2[cH:24][c:25]([CH2:29][OH:30])[cH:26][cH:27][cH:28]2)[cH:22]1.